Dataset: the Open Reaction Database (ORD), a public repository of structured organic reaction records. Task: describe an organic reaction: reactants, conditions, products, and yield The reactants are ClC=1C=C(OCCCCl)C=CC1Cl (3-(3,4-dichlorophenoxy)propylchloride), OC1(CCNCC1)C1=CC(=C(C=C1)Cl)Cl (4-hydroxy-4-(3,4-dichlorophenyl)piperidine), Example 109 ( 1 ). The product is ClC=1C=C(OCCCN2CCC(CC2)(C2=CC(=C(C=C2)Cl)Cl)O)C=CC1Cl (1-{3-(3,4-dichlorophenoxy)propyl}-4-hydroxy-4-(3,4-dichlorophenyl) piperidine). The yield is 97.4%. As a reaction SMILES: [Cl:1][C:2]1[CH:3]=[C:4]([CH:10]=[CH:11][C:12]=1[Cl:13])[O:5][CH2:6][CH2:7][CH2:8]Cl.[OH:14][C:15]1([C:21]2[CH:26]=[CH:25][C:24]([Cl:27])=[C:23]([Cl:28])[CH:22]=2)[CH2:20][CH2:19][NH:18][CH2:17][CH2:16]1>>[Cl:1][C:2]1[CH:3]=[C:4]([CH:10]=[CH:11][C:12]=1[Cl:13])[O:5][CH2:6][CH2:7][CH2:8][N:18]1[CH2:19][CH2:20][C:15]([OH:14])([C:21]2[CH:26]=[CH:25][C:24]([Cl:27])=[C:23]([Cl:28])[CH:22]=2)[CH2:16][CH2:17]1. Reported procedure: 3-(3,4-dichlorophenoxy)propylchloride 1.38 g and 4-hydroxy-4-(3,4-dichlorophenyl)piperidine 1.35 g are reacted in the same manner as Example 109 (1) to prepare 2.40 g (Yield: 97.5%) of 1-{3-(3,4-dichlorophenoxy)propyl}-4-hydroxy-4-(3,4-dichlorophenyl) piperidine (III-66). mp. 118.0°-118.5° C.